From a dataset of the Open Reaction Database (ORD), a public repository of structured organic reaction records. describe an organic reaction: reactants, conditions, products, and yield The reactants are COC(C1=CC(=C(C(=C1)OC)C#N)OC)=O (4-cyano-3,5-dimethoxy-benzoic acid methyl ester), Cl (hydrochloric acid), [H][H] (hydrogen). Reported procedure: 30 G. of 4-cyano-3,5-dimethoxy-benzoic acid methyl ester and 1500 ml. of methanol and 150 ml. of 1N hydrochloric acid is hydrogenated in the presence of 10 g. of palladium-on carbon 10% at room temperature and under atmospheric pressure. In about 5 hours, 2 moles of hydrogen are taken up. The solution is freed of the catalyst by filtration, evaporated to dryness and the residue is taken up in a little water. The solution is thereafter filtered, saturated with solid potassium carbonate and shaken... Conditions: time 5 hour. Reagents/catalysts: [Pd] (palladium-on carbon). As a reaction SMILES: [CH3:1][O:2][C:3](=[O:16])[C:4]1[CH:9]=[C:8]([O:10][CH3:11])[C:7]([C:12]#[N:13])=[C:6]([O:14][CH3:15])[CH:5]=1.Cl.[H][H]>[Pd].CO>[CH3:1][O:2][C:3](=[O:16])[C:4]1[CH:5]=[C:6]([O:14][CH3:15])[C:7]([CH2:12][NH2:13])=[C:8]([O:10][CH3:11])[CH:9]=1. Solvent: CO (methanol). Yields the product COC(C1=CC(=C(C(=C1)OC)CN)OC)=O (4-(aminomethyl)-3,5-dimethoxy-benzoic acid methyl ester). Reactants: Cl.Cl.N1CCC(CC1)NC1=NC=C(C#N)C=C1 (6-(piperidin-4-ylamino)-nicotinonitrile dihydrochloride), Cl.Cl.N1CCC(CC1)NC1=NC=C(C#N)C=C1 (6-(piperidin-4-ylamino)-nicotinonitrile dihydrochloride), C(C)(=O)O (acetic acid), C(C)N(C(C)C)C(C)C (N-ethyl diisopropylamine), C(C)OC=1C=C(C=O)C=CC1C (3-ethoxy-4-methyl-benzaldehyde), C(#N)[BH3-].[Na+] (sodium cyanoborohydride). The solvent is C(C)O (ethanol), C(C)O (ethanol). Reaction conditions: temperature 55 celsius, time 1 hour. The product is C(C)OC=1C=C(CN2CCC(CC2)NC2=NC=C(C#N)C=C2)C=CC1C (6-[1-(3-Ethoxy-4-methyl-benzyl)-piperidin-4-ylamino]-nicotinonitrile). The yield is 39.0%. Reaction SMILES: Cl.Cl.[NH:3]1[CH2:8][CH2:7][CH:6]([NH:9][C:10]2[CH:17]=[CH:16][C:13]([C:14]#[N:15])=[CH:12][N:11]=2)[CH2:5][CH2:4]1.C(O)(=O)C.C(N(C(C)C)C(C)C)C.[CH2:31]([O:33][C:34]1[CH:35]=[C:36]([CH:39]=[CH:40][C:41]=1[CH3:42])[CH:37]=O)[CH3:32].C([BH3-])#N.[Na+]>C(O)C>[CH2:31]([O:33][C:34]1[CH:35]=[C:36]([CH:39]=[CH:40][C:41]=1[CH3:42])[CH2:37][N:3]1[CH2:4][CH2:5][CH:6]([NH:9][C:10]2[CH:17]=[CH:16][C:13]([C:14]#[N:15])=[CH:12][N:11]=2)[CH2:7][CH2:8]1)[CH3:32] |f:0.1.2,6.7|. Reported procedure: To a solution of 6-(piperidin-4-ylamino)-nicotinonitrile dihydrochloride (41.3 mg, 0.15 mmol, 1.0 equiv; intermediate B2) in ethanol (2 mL), acetic acid (72.1 mg, 1.2 mmol, 8.0 equiv) and N-ethyl diisopropylamine (77.6 mg, 0.6 mmol, 4.0 equiv) was added 3-ethoxy-4-methyl-benzaldehyde (29.6 mg, 0.18 mmol, 1.2 equiv; intermediate E10, vide infra) and the mixture stirred at 55° C. After 1 h, sodium cyanoborohydride (47.1 mg, 0.75 mmol, 5.0 equiv), dissolved in ethanol (0.5 mL), was added and the mi... Starting materials: resultant solution, FC(S(=O)(=O)OC1=NC=C(C=C1)C(=O)O)(F)F (2-trifluoromethanesulfonyloxy-5-pyridine-carboxylic acid), N1=C(C=CC=C1)B(O)O (2-pyridylboronic acid), [OH-].[Ba+2].[OH-] (barium hydroxide), COCCOC (DME). The reagents and catalysts are [Pd].C1(=CC=CC=C1)P(C1=CC=CC=C1)C1=CC=CC=C1.C1(=CC=CC=C1)P(C1=CC=CC=C1)C1=CC=CC=C1.C1(=CC=CC=C1)P(C1=CC=CC=C1)C1=CC=CC=C1.C1(=CC=CC=C1)P(C1=CC=CC=C1)C1=CC=CC=C1 (Tetrakis(triphenylphosphine) palladium(0)). Run in O (water). Product: N1=C(C=CC=C1)C1=NC=C(C=C1)C(=O)O (2-(Pyrid-2-yl)-5-pyridine carboxylic acid). RXN SMILES: FC(F)(F)S(O[C:7]1[CH:12]=[CH:11][C:10]([C:13]([OH:15])=[O:14])=[CH:9][N:8]=1)(=O)=O.[N:18]1[CH:23]=[CH:22][CH:21]=[CH:20][C:19]=1B(O)O.[OH-].[Ba+2].[OH-].COCCOC>[Pd].C1(P(C2C=CC=CC=2)C2C=CC=CC=2)C=CC=CC=1.C1(P(C2C=CC=CC=2)C2C=CC=CC=2)C=CC=CC=1.C1(P(C2C=CC=CC=2)C2C=CC=CC=2)C=CC=CC=1.C1(P(C2C=CC=CC=2)C2C=CC=CC=2)C=CC=CC=1.O>[N:18]1[CH:23]=[CH:22][CH:21]=[CH:20][C:19]=1[C:7]1[CH:12]=[CH:11][C:10]([C:13]([OH:15])=[O:14])=[CH:9][N:8]=1 |f:2.3.4,6.7.8.9.10|. Procedure: A mixture of 2-trifluoromethanesulfonyloxy-5-pyridine-carboxylic acid (0.442 g, 1.72 mmol), 2-pyridylboronic acid (1.57 g, 12.79 mmol), barium hydroxide (0.813 mg, 2.58 mmol), DME (8 mL) and water (1.5 mL) is purged with dry argon. Tetrakis(triphenylphosphine) palladium(0) (99.0 mg, 0.086 mmol) is added, and the resultant solution is stirred at 80° C. for 4 hours. The solvents are evaporated in vacuo, and the residue is partitioned between EtOAc and water. The aqueous extract is separated, and e... Reactants: FC1=C(C=CC(=C1F)OCCCCCCC(C(C(C(F)(F)F)(F)F)(F)F)(F)F)C1=CC=C(C=C1)C(=O)O (2′,3′-Difluoro-4′-(7,7,8,8,9,9,10,10,10-nonafluoro-decyloxy)-biphenyl-4-carboxylic Acid), FC([C@@H](CCCCCC)OC(=O)C1=CC=C(C=C1)OC(=O)C1=CC=C(C=C1)C1=C(C(=C(C=C1)OCCCCC(C(C(C(F)(F)F)(F)F)(F)F)(F)F)F)F)(F)F (2′,3′-difluoro-4′-(5,5,6,6,7,7,8,8,8-nonafluoro-octyloxy)-biphenyl-4-carboxylic acid 4-[(R)-1-trifluoromethyl-heptyloxycarbonyl]-phenyl ester). Yields the product FC([C@@H](CCCCCC)OC(=O)C1=CC=C(C=C1)OC(=O)C1=CC=C(C=C1)C1=C(C(=C(C=C1)OCCCCCCC(C(C(C(F)(F)F)(F)F)(F)F)(F)F)F)F)(F)F (2′,3′-Difluoro-4′-(7,7,8,8,9,9,10,10,10-nonafluoro-decyloxy)-biphenyl-4-carboxylic acid 4-[(R)-1-trifluoromethyl-heptyloxycarbonyl]-phenyl ester), solid. Yield: 88.0%. Reaction SMILES: [F:1][C:2]1[C:7]([F:8])=[C:6]([O:9][CH2:10][CH2:11][CH2:12][CH2:13][CH2:14][CH2:15][C:16]([F:28])([F:27])[C:17]([F:26])([F:25])[C:18]([F:24])([F:23])[C:19]([F:22])([F:21])[F:20])[CH:5]=[CH:4][C:3]=1[C:29]1[CH:34]=[CH:33][C:32]([C:35]([OH:37])=[O:36])=[CH:31][CH:30]=1.[F:38][C:39]([F:92])([F:91])[C@H:40]([O:47][C:48]([C:50]1[CH:55]=[CH:54][C:53](OC(C2C=CC(C3C=CC(OCCCCC(F)(F)C(F)(F)C(F)(F)C(F)(F)F)=C(F)C=3F)=CC=2)=O)=[CH:52][CH:51]=1)=[O:49])[CH2:41][CH2:42][CH2:43][CH2:44][CH2:45][CH3:46]>>[F:38][C:39]([F:91])([F:92])[C@H:40]([O:47][C:48]([C:50]1[CH:51]=[CH:52][C:53]([O:36][C:35]([C:32]2[CH:33]=[CH:34][C:29]([C:3]3[CH:4]=[CH:5][C:6]([O:9][CH2:10][CH2:11][CH2:12][CH2:13][CH2:14][CH2:15][C:16]([F:27])([F:28])[C:17]([F:25])([F:26])[C:18]([F:23])([F:24])[C:19]([F:22])([F:20])[F:21])=[C:7]([F:8])[C:2]=3[F:1])=[CH:30][CH:31]=2)=[O:37])=[CH:54][CH:55]=1)=[O:49])[CH2:41][CH2:42][CH2:43][CH2:44][CH2:45][CH3:46]. Reported procedure: 2′,3′-Difluoro-4′-(7,7,8,8,9,9,10,10,10-nonafluoro-decyloxy)-biphenyl-4-carboxylic acid 4-[(R)-1-trifluoromethyl-heptyloxycarbonyl]-phenyl ester (15B) was prepared from 2′,3′-difluoro-4′-(7,7,8,8,9,9,10,10,10-nonafluoro-decyloxy)-biphenyl-4-carboxylic acid (14B) as described in the preparation 2′,3′-difluoro-4′-(5,5,6,6,7,7,8,8,8-nonafluoro-octyloxy)-biphenyl-4-carboxylic acid 4-[(R)-1-trifluoromethyl-heptyloxycarbonyl]-phenyl ester (15A) yielding 2′,3′-difluoro-4′-(7,7,8,8,9,9,10,10,10-nonafluo... Reactants: N1=CC=CC=2C(=NC=CC12)N (1,6-naphthyridin-5-amine), ClCC(CCl)=O (1,3-dichloropropan-2-one). Procedure details: To a solution of 1,6-naphthyridin-5-amine (145 mg, 1 mmol) in 1,2-dimethoxyethane (5 mL) was added 1,3-dichloropropan-2-one (140 mg, 1.1 mmol). The solid dissolved immediately and a white precipitate was observed. The mixture was stirred at room temperature for 1 h, and then was cooled to 0° C. for 20 min. The resulting mixture was filtered to give a white solid. The precipitate was suspended in EtOH (40 mL) and heated at reflux. After refluxing for 2 h, the reaction mixture was concentrated und... Reaction SMILES: [N:1]1[C:10]2[CH:9]=[CH:8][N:7]=[C:6]([NH2:11])[C:5]=2[CH:4]=[CH:3][CH:2]=1.[Cl:12][CH2:13][C:14](=O)[CH2:15]Cl>COCCOC.CCO>[Cl:12][CH2:13][C:14]1[N:11]=[C:6]2[N:7]([CH:15]=1)[CH:8]=[CH:9][C:10]1[N:1]=[CH:2][CH:3]=[CH:4][C:5]2=1. Run at time 1 hour. Run in CCO (EtOH), COCCOC (1,2-dimethoxyethane). Isolated yield 59.7%. The product is ClCC=1N=C2C=3C=CC=NC3C=CN2C1 (2-(chloromethyl)imidazo[2,1-f][1,6]naphthyridine). The reactants are CCCCCC(C#Cc1ccc(C(=O)O)cc1)c1ccc2c(c1)N(C(=O)OC(C)(C)C)CCC2(C)C, ClCCl, O=C(O)C(F)(F)F. Yields the product CCCCCC(C#Cc1ccc(C(=O)O)cc1)c1ccc2c(c1)NCCC2(C)C. Reaction SMILES: [C:1]([O:2][C:3](=[O:4])[N:8]1[CH2:9][CH2:10][C:11]([CH3:35])([CH3:36])[c:12]2[cH:13][cH:14][c:15]([CH:18]([C:19]#[C:20][c:21]3[cH:22][cH:23][c:24]([C:27](=[O:28])[OH:29])[cH:25][cH:26]3)[CH2:30][CH2:31][CH2:32][CH2:33][CH3:34])[cH:16][c:17]21)([CH3:5])([CH3:6])[CH3:7].[Cl:44][CH2:45][Cl:46].[F:37][C:38]([F:39])([F:40])[C:41]([OH:42])=[O:43]>>[NH:8]1[CH2:9][CH2:10][C:11]([CH3:35])([CH3:36])[c:12]2[cH:13][cH:14][c:15]([CH:18]([C:19]#[C:20][c:21]3[cH:22][cH:23][c:24]([C:27](=[O:28])[OH:29])[cH:25][cH:26]3)[CH2:30][CH2:31][CH2:32][CH2:33][CH3:34])[cH:16][c:17]21. Reactants: BrC=1C=NC=2N(C1)N=C(C2CN2C(CC(C2)CCC)=O)C2=CC=CC=C2 (1-[(6-bromo-2-phenylpyrazolo[1,5-a]pyrimidin-3-yl)methyl]-4-propylpyrrolidin-2-one), [O-]P(=O)([O-])[O-].[K+].[K+].[K+] (K3PO4). The reagents and catalysts are [Pd] (palladium on activated carbon). Run in O (water). Reaction conditions: temperature 130 celsius, time 8 hour. Product: OC=1C=NC=2N(C1)N=C(C2CN2C(CC(C2)CCC)=O)C2=CC=CC=C2 (1-[(6-hydroxy-2-phenyl pyrazolo[1,5-a]pyrimidin-3-yl)methyl]-4-propylpyrrolidin-2-one). The yield is 22.0%. Reaction SMILES: Br[C:2]1[CH:3]=[N:4][C:5]2[N:6]([N:8]=[C:9]([C:21]3[CH:26]=[CH:25][CH:24]=[CH:23][CH:22]=3)[C:10]=2[CH2:11][N:12]2[CH2:16][CH:15]([CH2:17][CH2:18][CH3:19])[CH2:14][C:13]2=[O:20])[CH:7]=1.[O-:27]P([O-])([O-])=O.[K+].[K+].[K+]>O.[Pd]>[OH:27][C:2]1[CH:3]=[N:4][C:5]2[N:6]([N:8]=[C:9]([C:21]3[CH:26]=[CH:25][CH:24]=[CH:23][CH:22]=3)[C:10]=2[CH2:11][N:12]2[CH2:16][CH:15]([CH2:17][CH2:18][CH3:19])[CH2:14][C:13]2=[O:20])[CH:7]=1 |f:1.2.3.4|. Procedure details: To a solution of 1-[(6-bromo-2-phenylpyrazolo[1,5-a]pyrimidin-3-yl)methyl]-4-propylpyrrolidin-2-one 186 (24 mmol, 1 eq, 10 g) in 100 ml of water are added successively palladium on activated carbon (10%, 1.2 mmol, 0.05 eq, 1.2 g) and K3PO4 (48 mmol, 2 eq, 10.25 g). The mixture is degassed and stirred vigorously at 130° C. for 8 hours. After cooling to room temperature, the reaction mixture is filtered on celite and a 5 N hydrochloric acid solution (10 ml) is added (until pH 7). The water is remo... Reactants: COCNC(=O)C1N(CSC1)C(=O)C1N(CSC1)C(=O)OC(C)(C)C (4-[[4-[(methoxymethylamino)carbonyl]-3-thiazolidinyl]carbonyl]-3-thiazolidine carboxylic acid, 1,1-dimethylethyl ester), [Br-].[Li+] (lithium bromide), FC(C(F)(F)F)(F)I (perfluoroethyl iodide), C[Li] (methyl lithium). The solvent is C(C)OCC (ethyl ether), C(C)OCC (ethyl ether), C(C)OCC (ethyl ether). Yields the product FC(C(=O)C1N(CSC1)C(=O)C1N(CSC1)C(=O)OC(C)(C)C)(C(F)(F)F)F (4-[[4-(2,2,3,3,3-pentafluoro-1-oxopropyl)-3-thiazolidinyl]carbonyl]-3-thiazolidinecarboxylic acid, 1,1-dimethylethyl ester). Yield: 89.9%. As a reaction SMILES: COCN[C:5]([CH:7]1[CH2:11][S:10][CH2:9][N:8]1[C:12]([CH:14]1[CH2:18][S:17][CH2:16][N:15]1[C:19]([O:21][C:22]([CH3:25])([CH3:24])[CH3:23])=[O:20])=[O:13])=[O:6].[F:26][C:27](I)([F:32])[C:28]([F:31])([F:30])[F:29].C[Li].[Br-].[Li+]>C(OCC)C>[F:26][C:27]([F:32])([C:28]([F:31])([F:30])[F:29])[C:5]([CH:7]1[CH2:11][S:10][CH2:9][N:8]1[C:12]([CH:14]1[CH2:18][S:17][CH2:16][N:15]1[C:19]([O:21][C:22]([CH3:23])([CH3:24])[CH3:25])=[O:20])=[O:13])=[O:6] |f:3.4|. Procedure details: To a stirred solution of 4-[[4-[(methoxymethylamino)carbonyl]-3-thiazolidinyl]carbonyl]-3-thiazolidine carboxylic acid, 1,1-dimethylethyl ester (compound from Example IIID; 0.33 g, 0.84 mmol) in ethyl ether (30 ml) under argon at -78° C. was added perfluoroethyl iodide (0.32 ml, 2.70 mmol) followed by methyl lithium.lithium bromide (1.57 ml, 2.36 mmol, 1.5M in ethyl ether). TLC indicated the reaction was complete. The reaction was poured into 100 ml ethyl ether containing 25 g silica gel. Residu... The reactants are C1(CCCCC1)N=C=NC1CCCCC1 (Dicyclohexylcarbodiimide), ClC1=C(C(=CC(=C1)Cl)Cl)O (2,4,6 trichlorophenol), BrC(C(=O)O)CCCCCCCCCCCCCC (2-Bromohexadecanoic acid). The solvent is C(Cl)(Cl)Cl (chloroform), C(Cl)(Cl)Cl (chloroform), ClCCl.CO (dichloromethane methanol). Run at time 15 minute. Yields the product C1(=CC=CC=C1)OC(C(CCCCCCCCCCCCCC)Br)=O (2-bromohexadecanoic acid phenylester). As a reaction SMILES: [Br:1][CH:2]([CH2:6][CH2:7][CH2:8][CH2:9][CH2:10][CH2:11][CH2:12][CH2:13][CH2:14][CH2:15][CH2:16][CH2:17][CH2:18][CH3:19])[C:3]([OH:5])=[O:4].Cl[C:21]1[CH:26]=[C:25](Cl)[CH:24]=[C:23](Cl)[C:22]=1O.C1(N=C=NC2CCCCC2)CCCCC1>C(Cl)(Cl)Cl.ClCCl.CO>[C:21]1([O:4][C:3](=[O:5])[CH:2]([Br:1])[CH2:6][CH2:7][CH2:8][CH2:9][CH2:10][CH2:11][CH2:12][CH2:13][CH2:14][CH2:15][CH2:16][CH2:17][CH2:18][CH3:19])[CH:26]=[CH:25][CH:24]=[CH:23][CH:22]=1 |f:4.5|. Reported procedure: 2-Bromohexadecanoic acid (1 g) was dissolved in dry chloroform (20 ml). After addition of 2,4,6 trichlorophenol (0.558 g), the reaction mixture was placed in an ice bath. Dicyclohexylcarbodiimide (0.736 g) dissolved in dry chloroform (2 ml) was added to the solution. After stirring the solution for 15 minutes in an ice bath, the temperature was adjusted to 20° C. Formation of the product was ascertained by thin layer chromatography on silicic-acid plates with dichloromethane/methanol (10:0.1 v/v... Starting materials: CC(=O)OCc1coc(C=Cc2ccc(C(F)(F)F)cc2)n1, CO, [Na+], [OH-]. The product is OCc1coc(C=Cc2ccc(C(F)(F)F)cc2)n1. Reaction SMILES: [C:1](=[O:2])([CH3:3])[O:4][CH2:5][c:6]1[n:7][c:8]([CH:11]=[CH:12][c:13]2[cH:14][cH:15][c:16]([C:19]([F:20])([F:21])[F:22])[cH:17][cH:18]2)[o:9][cH:10]1.[CH3:25][OH:26].[Na+:24].[OH-:23]>>[OH:4][CH2:5][c:6]1[n:7][c:8]([CH:11]=[CH:12][c:13]2[cH:14][cH:15][c:16]([C:19]([F:20])([F:21])[F:22])[cH:17][cH:18]2)[o:9][cH:10]1.